describe an organic reaction: reactants, conditions, products, and yield From a dataset of the Open Reaction Database (ORD), a public repository of structured organic reaction records. Yields the product CC(C)(C)[Si](C)(C)Oc3cccc(c2ccc1ccccc1c2)c3. Reagents/catalysts: SIMes. Run at temperature 25 celsius, time 12 hour. Reactants: COc1ccc2ccccc2c1 (substrate), CC(C)(C)[Si](C)(C)Oc3cccc([Li])c3 (effective_coupling_partner). Starting materials: OC12CC3CC(CC(C3)C1)C2, OC1C2CC3CC(C2)CC1(O)C3, CC(=O)O, Clc1ccccc1, O, O=C1c2ccccc2C(=O)N1O. Yields the product OC12CC3CC(CC(C3)C1(O)O)C2. RXN SMILES: [C:1]12([OH:11])[CH2:2][CH:3]3[CH2:4][CH:5]([CH2:6][CH:7]([CH2:8]3)[CH2:9]1)[CH2:10]2.[C:25]12([OH:36])[CH:26]([OH:35])[CH:27]3[CH2:28][CH:29]([CH2:30][CH:31]([CH2:32]1)[CH2:33]3)[CH2:34]2.[CH3:44][C:45](=[O:46])[OH:47].[Cl:37][c:38]1[cH:39][cH:40][cH:41][cH:42][cH:43]1.[O:24].[OH:12][N:13]1[C:14](=[O:15])[c:16]2[cH:17][cH:18][cH:19][cH:20][c:21]2[C:22]1=[O:23]>>[OH:11][C:26]1([OH:35])[C:25]2([OH:36])[CH2:32][CH:31]3[CH2:30][CH:29]([CH2:28][CH:27]1[CH2:33]3)[CH2:34]2. Starting materials: CS(=O)(=O)Cl (methanesulfonyl chloride), FC(C(C(F)(F)F)(O)C1=CC=C(C(C(=O)OC)=C1)N)(F)F (methyl 5-(hexafluoro-2-hydroxy-2-propyl)anthranilate), O (H2O). Run in N1=CC=CC=C1 (pyridine). Reaction conditions: time 8 hour. Product: FC(C(C(F)(F)F)(O)C1=CC(=C(NS(=O)(=O)C)C=C1)C(=O)OC)(F)F (4'-(hexafluoro-2-hydroxy-2-propyl)-2'-(methoxycarbonyl)methanesulfonanilide). As a reaction SMILES: [CH3:1][S:2](Cl)(=[O:4])=[O:3].[F:6][C:7]([F:26])([F:25])[C:8]([C:14]1[CH:23]=[C:18]([C:19]([O:21][CH3:22])=[O:20])[C:17]([NH2:24])=[CH:16][CH:15]=1)([OH:13])[C:9]([F:12])([F:11])[F:10].O>N1C=CC=CC=1>[F:6][C:7]([F:25])([F:26])[C:8]([C:14]1[CH:15]=[CH:16][C:17]([NH:24][S:2]([CH3:1])(=[O:4])=[O:3])=[C:18]([C:19]([O:21][CH3:22])=[O:20])[CH:23]=1)([OH:13])[C:9]([F:10])([F:12])[F:11]. Procedure details: Add 2.50 g (22 mmole) of methanesulfonyl chloride dropwise to 4.57 g (15 mmole) of methyl 5-(hexafluoro-2-hydroxy-2-propyl)anthranilate in 25 ml of pyridine and allow to stand overnight. Pour the reaction into H2O and extract with Et2O. Wash the Et2O with 1N HCl and extract with 1N NaOH. Acidify the NaOH and extract with Et2O. Dry, concentrate and recrystallize from Et2O-hexane to obtain 4'-(hexafluoro-2-hydroxy-2-propyl)-2'-(methoxycarbonyl)methanesulfonanilide; m.p. 147°-148° C. Reactants: CC(C)(C)OC(=O)CBr, CC(C)(C)OCC(NC(=O)OC(C)(C)C)C(=O)c1ccc(O)cc1. Product: CC(C)(C)OCC(NC(=O)OC(C)(C)C)C(=O)c1ccc(OCC(=O)OC(C)(C)C)cc1. RXN SMILES: [Br:25][CH2:26][C:27](=[O:28])[O:29][C:30]([CH3:31])([CH3:32])[CH3:33].[C:1]([CH3:2])([CH3:3])([CH3:4])[O:5][CH2:6][CH:7]([C:8]([c:9]1[cH:10][cH:11][c:12]([OH:15])[cH:13][cH:14]1)=[O:16])[NH:17][C:18]([O:19][C:20]([CH3:21])([CH3:22])[CH3:23])=[O:24]>>[C:1]([CH3:2])([CH3:3])([CH3:4])[O:5][CH2:6][CH:7]([C:8]([c:9]1[cH:10][cH:11][c:12]([O:15][CH2:26][C:27](=[O:28])[O:29][C:30]([CH3:31])([CH3:32])[CH3:33])[cH:13][cH:14]1)=[O:16])[NH:17][C:18]([O:19][C:20]([CH3:21])([CH3:22])[CH3:23])=[O:24]. The reactants are OC1=CC=CC2=C1C(=C(O2)/C=C/C(=O)OCC)C (ethyl E-3-(4-hydroxy-3-methylbenzofuran-2-yl)propenoate), C(C)OC(COC1=C(C(=CC=C1)O)C(C)=O)=O (Ethyl(2-acetyl-3-hydroxyphenoxy)acetate). Product: C(C=C)OC1=CC=CC2=C1C(=C(O2)/C=C/C(=O)OCC)C (Ethyl E-3-(4-allyloxy-3-methylbenzofuran-2-yl)propenoate). As a reaction SMILES: [OH:1][C:2]1[C:7]2[C:8]([CH3:18])=[C:9](/[CH:11]=[CH:12]/[C:13]([O:15][CH2:16][CH3:17])=[O:14])[O:10][C:6]=2[CH:5]=[CH:4][CH:3]=1.C(OC(=O)CO[C:25]1[CH:30]=CC=C(O)[C:26]=1C(=O)C)C>>[CH2:30]([O:1][C:2]1[C:7]2[C:8]([CH3:18])=[C:9](/[CH:11]=[CH:12]/[C:13]([O:15][CH2:16][CH3:17])=[O:14])[O:10][C:6]=2[CH:5]=[CH:4][CH:3]=1)[CH:25]=[CH2:26]. Procedure: Following the procedure of Example 116 but substituting an equivalent amount of ethyl E-3-(4-hydroxy-3-methylbenzofuran-2-yl)propenoate for the compound of Example 1, there was obtained the title compound, m.p. 79°-80° C. As a reaction SMILES: [CH3:1][c:2]1[cH:3][c:4]2[c:5]3[c:18]([cH:19]1)[CH2:17][CH2:16][N:6]3[c:7]1[c:8]([cH:12][cH:13][cH:14][cH:15]1)[C:9](=[O:11])[NH:10]2.[CH3:20][N:21]1[CH2:22][CH2:23][NH:24][CH2:25][CH2:26]1.[CH3:32][c:33]1[cH:34][cH:35][cH:36][cH:37][cH:38]1.[Cl-:27].[Cl-:28].[Cl-:29].[Cl-:30].[Ti+4:31]>>[CH3:1][c:2]1[cH:3][c:4]2[c:5]3[c:18]([cH:19]1)[CH2:17][CH2:16][N:6]3[c:7]1[c:8]([cH:12][cH:13][cH:14][cH:15]1)[C:9]([N:24]1[CH2:23][CH2:22][N:21]([CH3:20])[CH2:26][CH2:25]1)=[N:10]2. The product is Cc1cc2c3c(c1)N=C(N1CCN(C)CC1)c1ccccc1N3CC2. Starting materials: Cc1cc2c3c(c1)NC(=O)c1ccccc1N3CC2, CN1CCNCC1, Cc1ccccc1, [Cl-], [Cl-], [Cl-], [Cl-], [Ti+4].